This data is from the Open Reaction Database (ORD), a public repository of structured organic reaction records. The task is: describe an organic reaction: reactants, conditions, products, and yield Product: O=C1c2ccc(Cl)cc2C(O)N1c1ccc2ccc(Cl)nc2n1. RXN SMILES: [BH4-:108].[CH3:133][C:134](=[O:135])[OH:136].[CH3:137][OH:138].[CH3:145][N:146]([CH3:147])[CH:148]=[O:149].[Cl:110][c:111]1[n:112][c:113]2[c:114]([cH:115][cH:116][c:117]([N:118]3[CH:119]([OH:120])[c:121]4[c:122]([cH:123][c:124]([Cl:125])[cH:126][cH:127]4)[C:128]3=[O:129])[n:130]2)[cH:131][cH:132]1.[Cl:1][c:2]1[cH:3][cH:4][c:5]2[cH:6][cH:7][c:8]([N:12]3[C:13](=[O:32])[c:14]4[cH:15][cH:16][c:17]([Cl:31])[cH:18][c:19]4[CH:20]3[O:21][C:22]([O:23][c:24]3[cH:25][cH:26][cH:27][cH:28][cH:29]3)=[O:30])[n:9][c:10]2[n:11]1.[Cl:33][c:34]1[cH:35][c:36]2[c:42]([cH:43][cH:44]1)[C:40](=[O:41])[O:39][C:37]2=[O:38].[Cl:80][c:81]1[n:82][c:83]2[c:84]([cH:85][cH:86][c:87]([C:88]34[CH:89]=[CH:90][C:91]([Cl:92])=[CH:93][CH:94]3[C:95](=[O:99])[NH:96][C:97]4=[O:98])[n:100]2)[cH:101][cH:102]1.[K+:109].[NH2:45][c:46]1[cH:47][cH:48][c:49]2[c:50]([n:51][c:52]([OH:53])[cH:54][cH:55]2)[n:56]1.[O:139]1[CH2:140][CH2:141][O:142][CH2:143][CH2:144]1.[OH:57][c:58]1[n:59][c:60]2[c:61]([cH:62][cH:63][c:64]([C:65]34[CH:66]=[CH:67][C:68]([Cl:69])=[CH:70][CH:71]3[C:72](=[O:76])[NH:73][C:74]4=[O:75])[n:77]2)[cH:78][cH:79]1.[P:103]([Cl:104])([Cl:105])([Cl:106])=[O:107]>>[Cl:1][c:2]1[cH:3][cH:4][c:5]2[cH:6][cH:7][c:8]([N:12]3[C:13](=[O:32])[c:14]4[cH:15][cH:16][c:17]([Cl:31])[cH:18][c:19]4[CH:20]3[OH:21])[n:9][c:10]2[n:11]1. Reactants: [BH4-], CC(=O)O, CO, CN(C)C=O, O=C1c2cc(Cl)ccc2C(O)N1c1ccc2ccc(Cl)nc2n1, O=C(Oc1ccccc1)OC1c2cc(Cl)ccc2C(=O)N1c1ccc2ccc(Cl)nc2n1, O=C1OC(=O)c2cc(Cl)ccc21, O=C1NC(=O)C2(c3ccc4ccc(Cl)nc4n3)C=CC(Cl)=CC12, [K+], Nc1ccc2ccc(O)nc2n1, C1COCCO1, O=C1NC(=O)C2(c3ccc4ccc(O)nc4n3)C=CC(Cl)=CC12, O=P(Cl)(Cl)Cl. The reactants are CCOC(C)=O, CCOC(C)=O, O=[O+][O-], C=C(C)C(C(=O)OC(c1ccccc1)c1ccccc1)N1C(=O)C(NC(=O)COc2ccccc2)C1SSc1nc2ccccc2o1, Cc1ccccc1. The product is CC(O)=C(C(=O)OC(c1ccccc1)c1ccccc1)N1C(=O)C(NC(=O)COc2ccccc2)C1SSc1nc2ccccc2o1. RXN SMILES: [C:51]([O:52][CH2:54][CH3:55])(=[O:53])[CH3:56].[CH3:64][CH2:65][O:66][C:67](=[O:68])[CH3:69].[O-:1][O+:2]=[O:3].[c:4]1([CH:10]([c:11]2[cH:12][cH:13][cH:14][cH:15][cH:16]2)[O:17][C:18]([CH:19]([C:20]([CH3:21])=[CH2:22])[N:23]2[C:24](=[O:49])[CH:25]([NH:38][C:39]([CH2:40][O:41][c:42]3[cH:43][cH:44][cH:45][cH:46][cH:47]3)=[O:48])[CH:26]2[S:27][S:28][c:29]2[o:30][c:31]3[c:32]([n:33]2)[cH:34][cH:35][cH:36][cH:37]3)=[O:50])[cH:5][cH:6][cH:7][cH:8][cH:9]1.[c:57]1([CH3:58])[cH:59][cH:60][cH:61][cH:62][cH:63]1>>[c:4]1([CH:10]([c:11]2[cH:12][cH:13][cH:14][cH:15][cH:16]2)[O:17][C:18]([C:19](=[C:20]([CH3:21])[OH:53])[N:23]2[C:24](=[O:49])[CH:25]([NH:38][C:39]([CH2:40][O:41][c:42]3[cH:43][cH:44][cH:45][cH:46][cH:47]3)=[O:48])[CH:26]2[S:27][S:28][c:29]2[o:30][c:31]3[c:32]([n:33]2)[cH:34][cH:35][cH:36][cH:37]3)=[O:50])[cH:5][cH:6][cH:7][cH:8][cH:9]1. The reactants are CSC1=NC(=O)C(=Cc2ccc3c(cnn3Cc3ccc(Br)cc3C(F)(F)F)c2)S1, O=C(O)C1CNC1. The product is O=C1N=C(N2CC(C(=O)O)C2)SC1=Cc1ccc2c(cnn2Cc2ccc(Br)cc2C(F)(F)F)c1. As a reaction SMILES: [Br:1][c:2]1[cH:3][c:4]([C:27]([F:28])([F:29])[F:30])[c:5]([CH2:6][n:7]2[n:8][cH:9][c:10]3[cH:11][c:12]([CH:16]=[C:17]4[C:18](=[O:24])[N:19]=[C:20]([S:22][CH3:23])[S:21]4)[cH:13][cH:14][c:15]23)[cH:25][cH:26]1.[NH:31]1[CH2:32][CH:33]([C:35](=[O:36])[OH:37])[CH2:34]1>>[Br:1][c:2]1[cH:3][c:4]([C:27]([F:28])([F:29])[F:30])[c:5]([CH2:6][n:7]2[n:8][cH:9][c:10]3[cH:11][c:12]([CH:16]=[C:17]4[C:18](=[O:24])[N:19]=[C:20]([N:31]5[CH2:32][CH:33]([C:35](=[O:36])[OH:37])[CH2:34]5)[S:21]4)[cH:13][cH:14][c:15]23)[cH:25][cH:26]1. Starting materials: NC1=CC=CC=C1 (aniline), C([O-])([O-])=O.[K+].[K+] (potassium carbonate), C(CCCCCCCCCCCCCCCCC)Br (octadecyl bromide). Reagents/catalysts: [I-].[Na+] (sodium iodide). Solvent: C(CCC)O (butanol). The product is C(CCCCCCCCCCCCCCCCC)N(C1=CC=CC=C1)CCCCCCCCCCCCCCCCCC (N,N-dioctadecylaniline). The yield is 53.8%. As a reaction SMILES: [NH2:1][C:2]1[CH:7]=[CH:6][CH:5]=[CH:4][CH:3]=1.C(=O)([O-])[O-].[K+].[K+].[CH2:14](Br)[CH2:15][CH2:16][CH2:17][CH2:18][CH2:19][CH2:20][CH2:21][CH2:22][CH2:23][CH2:24][CH2:25][CH2:26][CH2:27][CH2:28][CH2:29][CH2:30][CH3:31]>[I-].[Na+].C(O)CCC>[CH2:14]([N:1]([CH2:31][CH2:30][CH2:29][CH2:28][CH2:27][CH2:26][CH2:25][CH2:24][CH2:23][CH2:22][CH2:21][CH2:20][CH2:19][CH2:18][CH2:17][CH2:16][CH2:15][CH3:14])[C:2]1[CH:7]=[CH:6][CH:5]=[CH:4][CH:3]=1)[CH2:15][CH2:16][CH2:17][CH2:18][CH2:19][CH2:20][CH2:21][CH2:22][CH2:23][CH2:24][CH2:25][CH2:26][CH2:27][CH2:28][CH2:29][CH2:30][CH3:31] |f:1.2.3,5.6|. Procedure details: A mixture of freshly distilled aniline (93 g, 1 mol), potassium carbonate (210 g, 1.5 mol), octadecyl bromide (840 g, 2.5 mol), sodium iodide (7.5 g, 0.05 mol), and 1 liter of butanol was heated at reflux for 72 hours under nitrogen with vigorous stirring. The hot solution was filtered and the filtrate was evaporated under reduced pressure. The residue was recrystallized from absolute ethanol to yield 322 g (54%) of off-white crystals mp 110°-111° C. The yield is 75.7%. Reported procedure: To a solution of ethyl 4-cyano-3-[1-(3,4-dichlorophenyl)-3-oxopropyl]-5-(morpholin-4-yl)thiophene-2-carboxylate (50.0 mg, 0.107 mmol) in ethanol (1.00 mL) was added sodium tetrahydroborate (4.05 mg, 0.107 mmol). The mixture was stirred at rt for 1 hr. The reaction was quenched with 1.00 M of hydrochloric acid in water (0.428 mL) and distributed between NaHCO3(aq) saturated solution and EtOAc. The aqueous layer was extracted with EtOAc (×2). The combined organic layer was dried and concentrated t... Run at time 1 hour. The reactants are C(#N)C=1C(=C(SC1N1CCOCC1)C(=O)OCC)C(CC=O)C1=CC(=C(C=C1)Cl)Cl (ethyl 4-cyano-3-[1-(3,4-dichlorophenyl)-3-oxopropyl]-5-(morpholin-4-yl)thiophene-2-carboxylate), [BH4-].[Na+] (sodium tetrahydroborate). As a reaction SMILES: [C:1]([C:3]1[C:4]([CH:19]([C:23]2[CH:28]=[CH:27][C:26]([Cl:29])=[C:25]([Cl:30])[CH:24]=2)[CH2:20][CH:21]=[O:22])=[C:5]([C:14]([O:16][CH2:17][CH3:18])=[O:15])[S:6][C:7]=1[N:8]1[CH2:13][CH2:12][O:11][CH2:10][CH2:9]1)#[N:2].[BH4-].[Na+]>C(O)C>[C:1]([C:3]1[C:4]([CH:19]([C:23]2[CH:28]=[CH:27][C:26]([Cl:29])=[C:25]([Cl:30])[CH:24]=2)[CH2:20][CH2:21][OH:22])=[C:5]([C:14]([O:16][CH2:17][CH3:18])=[O:15])[S:6][C:7]=1[N:8]1[CH2:9][CH2:10][O:11][CH2:12][CH2:13]1)#[N:2] |f:1.2|. Yields the product C(#N)C=1C(=C(SC1N1CCOCC1)C(=O)OCC)C(CCO)C1=CC(=C(C=C1)Cl)Cl (ethyl 4-cyano-3-[1-(3,4-dichlorophenyl)-3-hydroxypropyl]-5-(morpholin-4-yl)thiophene-2-carboxylate). The solvent is C(C)O (ethanol).